This data is from the Open Reaction Database (ORD), a public repository of structured organic reaction records. The task is: describe an organic reaction: reactants, conditions, products, and yield As a reaction SMILES: [NH2:1][C:2]1[CH:7]=[CH:6][CH:5]=[C:4]([Cl:8])[N:3]=1.Br[CH2:10][C:11](=O)[C:12]([O:14][CH2:15][CH3:16])=[O:13]>C(O)C>[CH2:15]([O:14][C:12]([C:11]1[N:1]=[C:2]2[CH:7]=[CH:6][CH:5]=[C:4]([Cl:8])[N:3]2[CH:10]=1)=[O:13])[CH3:16]. Procedure details: A solution of 2-amino-6-chloropyridine (6.43 g, 50 mmoles) and ethyl bromopyruvate (9.75 g, 50 mmoles) in ethanol (150 ml) was heated at reflux for 4 hours. After the solvent was removed, chloroform was added to the residue, which was washed in turn with saturated sodium bicarbonate and saturated saline, and then dried over anhydrous magnesium sulfate. After the solvent was concentrated, n-hexane was added to the mixture. Then, the crystals precipitated were filtered off and washed with n-hexane... Product: C(C)OC(=O)C=1N=C2N(C(=CC=C2)Cl)C1 (2-ethoxycarbonyl-5-chloroimidazo[1,2-a]pyridine). The yield is 67.7%. Solvent: C(C)O (ethanol). Starting materials: NC1=NC(=CC=C1)Cl (2-amino-6-chloropyridine), BrCC(C(=O)OCC)=O (ethyl bromopyruvate). Yields the product CC1(COc2ccc([N+](=O)[O-])cc2)CC(O)c2ccccc2O1. Reaction SMILES: [BH4-:1].[CH3:26][OH:27].[CH3:3][C:4]1([CH2:15][O:16][c:17]2[cH:18][cH:19][c:20]([N+:23](=[O:24])[O-:25])[cH:21][cH:22]2)[O:5][c:6]2[cH:7][cH:8][cH:9][cH:10][c:11]2[C:12](=[O:14])[CH2:13]1.[ClH:28].[Na+:2].[O:29]1[CH2:30][CH2:31][CH2:32][CH2:33]1>>[CH3:3][C:4]1([CH2:15][O:16][c:17]2[cH:18][cH:19][c:20]([N+:23](=[O:24])[O-:25])[cH:21][cH:22]2)[O:5][c:6]2[cH:7][cH:8][cH:9][cH:10][c:11]2[CH:12]([OH:14])[CH2:13]1. Reactants: [BH4-], CO, CC1(COc2ccc([N+](=O)[O-])cc2)CC(=O)c2ccccc2O1, Cl, [Na+], C1CCOC1. Starting materials: CC1(C2=C(OC1)C=C(C(=C2)C=2N=CC(=NC2)N)C)C (5-(3,3,6-trimethyl-2,3-dihydrobenzo[3,4-b]furan-5-yl)pyrazine-2-ylamine), FC1=C(C(=O)Cl)C=CC=C1 (2-fluorobenzoyl chloride). Yields the product FC1=C(C=CC=C1)C(=O)NC1=NC=C(N=C1)C1=CC2=C(OCC2(C)C)C=C1C ((2-fluorophenyl)-N-[5-(3,3,6-trimethyl(2,3-dihydrobenzo[b]furan-5-yl))-pyrazin-2-yl]carboxamide). Yield: 48.7%. Reaction SMILES: [CH3:1][C:2]1([CH3:19])[CH2:6][O:5][C:4]2[CH:7]=[C:8]([CH3:18])[C:9]([C:11]3[N:12]=[CH:13][C:14]([NH2:17])=[N:15][CH:16]=3)=[CH:10][C:3]1=2.[F:20][C:21]1[CH:29]=[CH:28][CH:27]=[CH:26][C:22]=1[C:23](Cl)=[O:24]>>[F:20][C:21]1[CH:29]=[CH:28][CH:27]=[CH:26][C:22]=1[C:23]([NH:17][C:14]1[CH:13]=[N:12][C:11]([C:9]2[C:8]([CH3:18])=[CH:7][C:4]3[O:5][CH2:6][C:2]([CH3:19])([CH3:1])[C:3]=3[CH:10]=2)=[CH:16][N:15]=1)=[O:24]. Reported procedure: Similarly, (2-fluorophenyl)-N-[5-(3,3,6-trimethyl(2,3-dihydrobenzo[b]furan-5-yl))-pyrazin-2-yl]carboxamide (179) (13.8 mg, yield: 48.7%, purity>95%) was prepared from 5-(3,3,6-trimethyl-2,3-dihydrobenzo[3,4-b]furan-5-yl)pyrazine-2-ylamine (177) (19 mg, 0.075 mmol) and 2-fluorobenzoyl chloride (18 μl). The reactants are BrC1=CC(=NC=C1)NC(OC(C)(C)C)=O (tert-Butyl (4-bromo-pyridin-2-yl)-carbamate), [H-].[Na+] (sodium hydride), IC (iodomethane). Solvent: C1CCOC1 (THF). Conditions: time 15 minute. Yields the product BrC1=CC(=NC=C1)N(C(OC(C)(C)C)=O)C (tert-Butyl (4-bromo-pyridin-2-yl)-methyl-carbamate). RXN SMILES: [Br:1][C:2]1[CH:7]=[CH:6][N:5]=[C:4]([NH:8][C:9](=[O:15])[O:10][C:11]([CH3:14])([CH3:13])[CH3:12])[CH:3]=1.[H-].[Na+].I[CH3:19]>C1COCC1>[Br:1][C:2]1[CH:7]=[CH:6][N:5]=[C:4]([N:8]([CH3:19])[C:9](=[O:15])[O:10][C:11]([CH3:12])([CH3:14])[CH3:13])[CH:3]=1 |f:1.2|. Procedure: To a solution of tert-butyl carbamate 155 (300 mg, 1.10 mmol) in THF (5 mL) at 0° C. is added sodium hydride (53 mg, 1.32 mmol, 60% dispersion in mineral oil) in one portion. After stirring 15 minutes, iodomethane is added (82 μL, 1.32 mmol) and the reaction mixture warmed to RT and stirred 16 h. The reaction is then quenched with 5% citric acid (10 mL) and extracted into EtOAc (2×10 mL). The combined organic phases are dried over Na2SO4 and purified by column chromatography (70% EtOAc in heptan... Starting materials: N#Cc1cccc(Oc2ncccc2C(=O)O)c1, CN(C)C=O, CCN(C(C)C)C(C)C, NCc1ccc(S(N)(=O)=O)cc1. Yields the product N#Cc1cccc(Oc2ncccc2C(=O)NCc2ccc(S(N)(=O)=O)cc2)c1. RXN SMILES: [C:1](#[N:2])[c:3]1[cH:4][c:5]([O:6][c:7]2[c:8]([C:9](=[O:10])[OH:11])[cH:12][cH:13][cH:14][n:15]2)[cH:16][cH:17][cH:18]1.[CH3:40][N:41]([CH3:42])[CH:43]=[O:44].[CH:19]([N:20]([CH2:21][CH3:22])[CH:23]([CH3:24])[CH3:25])([CH3:26])[CH3:27].[NH2:28][CH2:29][c:30]1[cH:31][cH:32][c:33]([S:36](=[O:37])(=[O:38])[NH2:39])[cH:34][cH:35]1>>[C:1](#[N:2])[c:3]1[cH:4][c:5]([O:6][c:7]2[c:8]([C:9](=[O:11])[NH:28][CH2:29][c:30]3[cH:31][cH:32][c:33]([S:36](=[O:37])(=[O:38])[NH2:39])[cH:34][cH:35]3)[cH:12][cH:13][cH:14][n:15]2)[cH:16][cH:17][cH:18]1. Starting materials: COC(=O)C1C(CC(C=C1[O-])=O)C(F)(F)F.[Na+] (Sodium 6-(Methoxycarbonyl)-3-oxo-5-(trifluoromethyl)cyclohex-1-enolate), [OH-].[Na+] (NaOH), S(O)(O)(=O)=O (sulfuric acid). Product: FC(C1CC(CC(C1)=O)=O)(F)F (5-(trifluoromethyl)cyclohexane-1,3-dione). As a reaction SMILES: COC([CH:5]1[C:10]([O-:11])=[CH:9][C:8](=[O:12])[CH2:7][CH:6]1[C:13]([F:16])([F:15])[F:14])=O.[Na+].[OH-].[Na+].S(=O)(=O)(O)O>>[F:14][C:13]([F:15])([F:16])[CH:6]1[CH2:7][C:8](=[O:12])[CH2:9][C:10](=[O:11])[CH2:5]1 |f:0.1,2.3|. Procedure details: Sodium 6-(Methoxycarbonyl)-3-oxo-5-(trifluoromethyl)cyclohex-1-enolate (1.0 eq) was dissolved in 1M NaOH (1.0 eq), and the mixture refluxed for 1 h. After cooling to room temperature, the mixture was acidified with 5 M sulfuric acid. The mixture was extracted with EtOAc. After washing with water, the organic layer was dried over magnesium sulfate, the solvent was removed under reduced pressure to give 5-(trifluoromethyl)cyclohexane-1,3-dione, which was used to the next step without further purif...